Dataset: the Open Reaction Database (ORD), a public repository of structured organic reaction records. Task: describe an organic reaction: reactants, conditions, products, and yield Reactants: FC(OC1=CC(=NN1C)NN)F (5-Difluoromethoxy-3-hydrazino-1-methylpyrazole), C(C)OC=C(C(=O)OCC)C#N (ethyl ethoxymethylenecyanoacetate). Solvent: C(C)O (ethanol). Yields the product NC1=C(C=NN1C1=NN(C(=C1)OC(F)F)C)C(=O)OCC (5-Amino-4-ethoxycarbonyl-1-(5-difluoromethoxy-1-methyl-3-pyrazolyl)pyrazole). Reaction SMILES: [F:1][CH:2]([F:12])[O:3][C:4]1[N:8]([CH3:9])[N:7]=[C:6]([NH:10][NH2:11])[CH:5]=1.C(O[CH:16]=[C:17]([C:23]#[N:24])[C:18]([O:20][CH2:21][CH3:22])=[O:19])C>C(O)C>[NH2:24][C:23]1[N:10]([C:6]2[CH:5]=[C:4]([O:3][CH:2]([F:1])[F:12])[N:8]([CH3:9])[N:7]=2)[N:11]=[CH:16][C:17]=1[C:18]([O:20][CH2:21][CH3:22])=[O:19]. Reported procedure: 1.70 g (9.55 mmole) 5-Difluoromethoxy-3-hydrazino-1-methylpyrazole and 1.62 g (9.55 mmole) ethyl ethoxymethylenecyanoacetate in 30 ml ethanol was stirred for 1 hour at boiling point. After cooling the precipitated product was filtered off, washed with a little ethanol and dried. Reactants: C(C)NCCO (2-(ethylamino)ethanol), ClC1=C2CNC(C2=C(C=C1OCCCCl)C=1N(C2=CC=C(C=C2C1)CN1CCCCC1)C(=O)OC(C)(C)C)=O (4-Chloro-5-(3-chloropropoxy)-7-[1-(tert-butoxycarbonyl)-5-(piperidin-1-ylmethyl)indol-2-yl]isoindolinone), O (water). Solvent: CN(C(C)=O)C (N,N-dimethylacetoamide). Run at temperature 90 celsius, time 72 hour. Yields the product ClC1=C2CNC(C2=C(C=C1OCCCN(CC)CCO)C=1N(C2=CC=C(C=C2C1)CN1CCCCC1)C(=O)OC(C)(C)C)=O (4-chloro-5-[3-[N-ethyl(2-hydroxyethyl)amino]propoxy]-7-[1-(tert-butoxycarbonyl)-5-(piperidin-1-ylmethyl)indol-2-yl]isoindolinone). Isolated yield 80.8%. As a reaction SMILES: [Cl:1][C:2]1[C:10]([O:11][CH2:12][CH2:13][CH2:14]Cl)=[CH:9][C:8]([C:16]2[N:17]([C:32]([O:34][C:35]([CH3:38])([CH3:37])[CH3:36])=[O:33])[C:18]3[C:23]([CH:24]=2)=[CH:22][C:21]([CH2:25][N:26]2[CH2:31][CH2:30][CH2:29][CH2:28][CH2:27]2)=[CH:20][CH:19]=3)=[C:7]2[C:3]=1[CH2:4][NH:5][C:6]2=[O:39].[CH2:40]([NH:42][CH2:43][CH2:44][OH:45])[CH3:41].O>CN(C)C(=O)C>[Cl:1][C:2]1[C:10]([O:11][CH2:12][CH2:13][CH2:14][N:42]([CH2:43][CH2:44][OH:45])[CH2:40][CH3:41])=[CH:9][C:8]([C:16]2[N:17]([C:32]([O:34][C:35]([CH3:36])([CH3:37])[CH3:38])=[O:33])[C:18]3[C:23]([CH:24]=2)=[CH:22][C:21]([CH2:25][N:26]2[CH2:27][CH2:28][CH2:29][CH2:30][CH2:31]2)=[CH:20][CH:19]=3)=[C:7]2[C:3]=1[CH2:4][NH:5][C:6]2=[O:39]. Procedure: 4-Chloro-5-(3-chloropropoxy)-7-[1-(tert-butoxycarbonyl)-5-(piperidin-1-ylmethyl)indol-2-yl]isoindolinone (90.4 mg, 0.158 mmol) was dissolved in N,N-dimethylacetoamide (1.0 mL), and the solution was added with 2-(ethylamino)ethanol (0.321 mL, 2.37 mmol), followed by stirring at 90° C. for 72 hours. The reaction mixture was added with water. The obtained solid was collected by filtration and washed with water, followed by drying under reduced pressure to obtain 4-chloro-5-[3-[N-ethyl(2-hydroxyethy...